From a dataset of the Open Reaction Database (ORD), a public repository of structured organic reaction records. describe an organic reaction: reactants, conditions, products, and yield Starting materials: CC(=O)O, Cc1nc(C)c(-c2ccnc(Nc3cccc([N+](=O)[O-])c3)n2)s1, COCCO, [Pd]. Product: Cc1nc(C)c(-c2ccnc(Nc3cccc(N)c3)n2)s1. RXN SMILES: [C:24]([OH:25])(=[O:26])[CH3:27].[CH3:1][c:2]1[s:3][c:4](-[c:8]2[n:9][c:10]([NH:14][c:15]3[cH:16][c:17]([N+:21]([O-:22])=[O:23])[cH:18][cH:19][cH:20]3)[n:11][cH:12][cH:13]2)[c:5]([CH3:7])[n:6]1.[CH3:28][O:29][CH2:30][CH2:31][OH:32].[Pd:33]>>[CH3:1][c:2]1[s:3][c:4](-[c:8]2[n:9][c:10]([NH:14][c:15]3[cH:16][c:17]([NH2:21])[cH:18][cH:19][cH:20]3)[n:11][cH:12][cH:13]2)[c:5]([CH3:7])[n:6]1. Reactants: CC(C)(C)C(=O)OOC(C)(C)C (tert-butyl perpivalate), C1(\C=C/C(=O)O1)=O (maleic anhydride), COC=COC (1,2-dimethoxyethylene), C(C=C)(=O)O (acrylic acid), C(C=C)(=O)O (acrylic acid), C1(\C=C/C(=O)O1)=O (maleic anhydride), COC=COC (1,2-dimethoxyethylene), copolymer 4. Solvent: C(C)C(=O)C (methyl ethyl ketone), C(C)C(=O)C (methyl ethyl ketone), C(C)C(=O)C (methyl ethyl ketone). The product is COC=COC (1,2-dimethoxyethylene), C(\C=C/C(=O)O)(=O)O (maleic acid), C(C=C)(=O)O (acrylic acid). As a reaction SMILES: [C:1]1(=[O:7])[O:6][C:4](=[O:5])[CH:3]=[CH:2]1.[CH3:8][O:9][CH:10]=[CH:11][O:12][CH3:13].C(O)(=[O:17])C=C.[CH3:19][C:20]([C:23]([O:25]OC(C)(C)C)=[O:24])(C)C>C(C(C)=O)C>[CH3:8][O:9][CH:10]=[CH:11][O:12][CH3:13].[C:1]([OH:6])(=[O:7])/[CH:2]=[CH:3]\[C:4]([OH:17])=[O:5].[C:23]([OH:25])(=[O:24])[CH:20]=[CH2:19]. Procedure details: The preparation of copolymer 4 is repeated, except that the reactor is charged with 3.9 g of maleic anhydride, 3.5 g of 1,2-dimethoxyethylene, 1.4 g of acrylic acid and 133 g of methyl ethyl ketone, and a solution of 35.3 g of maleic anhydride in 57 g of methyl ethyl ketone is then metered in at the same time as 31.7 g of 1,2-dimethoxyethylene, 13 g of acrylic acid and 1.1 g of tert-butyl perpivalate (75% strength in aliphatic hydrocarbon) in 20 g of methyl ethyl ketone. The workup leaves a solu... Reactants: N1(N=NC2=C1C=CC=C2)OC=2C=1N=CN([C@H]3C[C@H](O[Si](C)(C)C(C)(C)C)[C@@H](CO[Si](C)(C)C(C)(C)C)O3)C1N=CN2 (O6-(Benzotriazol-1-yl)-3′,5′-bis-O-(tert-butyldimethylsilyl)-2′-deoxyinosine), C(=O)([O-])[O-].[Cs+].[Cs+] (Cs2CO3), C1(=CC=CC2=CC=CC=C12)O (1-naphthol), [Si](C)(C)(C(C)(C)C)O[C@H]1C[C@@H](O[C@@H]1CO[Si](C)(C)C(C)(C)C)N1C=NC=2C(OC3=CC=C(C=C3)[N+](=O)[O-])=NC=NC12 (3′,5′-bis-O-(tert-butyldimethylsilyl)-O6-(4-nitrophenyl)-2′-deoxyinosine). Run in COCCOC (DME). Product: naphthyl, [Si](C)(C)(C(C)(C)C)O[C@H]1C[C@@H](O[C@@H]1CO[Si](C)(C)C(C)(C)C)N1C=NC=2C(OC3=CC=CC4=CC=CC=C34)=NC=NC12 (3′,5′-Bis-O-(tert-butyldimethylsilyl)-O6-(naphth-1-yl)-2′-deoxyinosine). Isolated yield 81.0%. Reaction SMILES: [Si:1]([O:8][C@@H:9]1[C@@H:13]([CH2:14][O:15][Si:16]([C:19]([CH3:22])([CH3:21])[CH3:20])([CH3:18])[CH3:17])[O:12][C@@H:11]([N:23]2[C:41]3[N:40]=[CH:39][N:38]=[C:27]([O:28][C:29]4[CH:34]=[CH:33][C:32]([N+]([O-])=O)=[CH:31][CH:30]=4)[C:26]=3[N:25]=[CH:24]2)[CH2:10]1)([C:4]([CH3:7])([CH3:6])[CH3:5])([CH3:3])[CH3:2].N1(OC2C3N=CN(C=3N=CN=2)[C@@H]2O[C@H](CO[Si](C(C)(C)C)(C)C)[C@@H](O[Si](C(C)(C)C)(C)C)C2)[C:46]2[CH:47]=CC=[CH:50][C:45]=2N=N1.C([O-])([O-])=O.[Cs+].[Cs+].C1(O)C2C(=CC=CC=2)C=CC=1>COCCOC>[Si:16]([O:15][C@@H:14]1[C@@H:13]([CH2:9][O:8][Si:1]([C:4]([CH3:7])([CH3:5])[CH3:6])([CH3:2])[CH3:3])[O:12][C@@H:11]([N:23]2[C:41]3[N:40]=[CH:39][N:38]=[C:27]([O:28][C:29]4[C:34]5[C:33](=[CH:50][CH:45]=[CH:46][CH:47]=5)[CH:32]=[CH:31][CH:30]=4)[C:26]=3[N:25]=[CH:24]2)[CH2:10]1)([C:19]([CH3:21])([CH3:22])[CH3:20])([CH3:17])[CH3:18] |f:2.3.4|. Reported procedure: As described for the synthesis of 3′,5′-bis-O-(tert-butyldimethylsilyl)-O6-(4-nitrophenyl)-2′-deoxyinosine, this naphthyl derivative was prepared by a reaction between O6-(benzotriazol-1-yl)-3′,5′-bis-O-(tert-butyldimethylsilyl)-2′-deoxyinosine (26) (59.8 mg, 0.100 mmol), Cs2CO3 (65.2 mg, 0.200 mmol) and 1-naphthol (15.9 mg, 0.110 mmol) in dry DME (1.0 mL) at 85° C. for 2 h. Chromatographic purification (SiO2, elution with 20% EtOAc in hexanes) afforded 49.2 mg (81% yield) of the title compound ...